describe an organic reaction: reactants, conditions, products, and yield From a dataset of the Open Reaction Database (ORD), a public repository of structured organic reaction records. Starting materials: CCCCCCCOc1ccc(CCC(C)(CO)NC(=O)OC(C)(C)C)cc1, ClCCl. Yields the product CCCCCCCOc1ccc(CCC(C)(C=O)NC(=O)OC(C)(C)C)cc1. Reaction SMILES: [C:1]([CH3:2])([CH3:3])([CH3:4])[O:5][C:6]([NH:7][C:8]([CH2:9][CH2:10][c:11]1[cH:12][cH:13][c:14]([O:17][CH2:18][CH2:19][CH2:20][CH2:21][CH2:22][CH2:23][CH3:24])[cH:15][cH:16]1)([CH3:25])[CH2:26][OH:27])=[O:28].[Cl:29][CH2:30][Cl:31]>>[C:1]([CH3:2])([CH3:3])([CH3:4])[O:5][C:6]([NH:7][C:8]([CH2:9][CH2:10][c:11]1[cH:12][cH:13][c:14]([O:17][CH2:18][CH2:19][CH2:20][CH2:21][CH2:22][CH2:23][CH3:24])[cH:15][cH:16]1)([CH3:25])[CH:26]=[O:27])=[O:28]. Starting materials: BrC1=CC=C(C=C1)C (4-bromotoluene), [Li]C(C)(C)C (tBuLi), O (water), BrC=1C=C(C(=O)N(C)C)C=CC1 (3-bromo-N,N-dimethylbenzamide). Run in C1CCOC1 (THF), CCCCC (pentane). Reaction conditions: temperature -80 celsius, time 2 hour. The product is BrC=1C=C(C=CC1)C(=O)C1=CC=C(C=C1)C ((3-Bromophenyl)(4-methylphenyl)methanone). The yield is 82.9%. RXN SMILES: Br[C:2]1[CH:7]=[CH:6][C:5]([CH3:8])=[CH:4][CH:3]=1.[Li]C(C)(C)C.[Br:14][C:15]1[CH:16]=[C:17]([CH:23]=[CH:24][CH:25]=1)[C:18](N(C)C)=[O:19].O>C1COCC1.CCCCC>[Br:14][C:15]1[CH:16]=[C:17]([C:18]([C:2]2[CH:7]=[CH:6][C:5]([CH3:8])=[CH:4][CH:3]=2)=[O:19])[CH:23]=[CH:24][CH:25]=1. Procedure details: To a solution of 38.5 g (0.225 mol) of 4-bromotoluene in 450 mL of THF, 300 mL (0.450 mol) of 1.5 M tBuLi in pentane was added dropwise with vigorous stirring for 2 hr at −80° C. This mixture was slowly warmed to room temperature and additionally stirred at this temperature for 30 min. To this mixture 52.0 g (0.23 mol) of 3-bromo-N,N-dimethylbenzamide was added at 0° C., and then this mixture was stirred for 12 hr at room temperature. Later, 300 mL of water was added, organic solvent was evapora... Starting materials: ClC1=C(CN(CCCOC=2C=C(C=CC2)CC(=O)O)C[C@@H](C)C2=CC=CC=C2)C=CC=C1C(F)(F)F ((S)-2-(3-{3-[[2-chloro-3-(trifluoromethyl)benzyl](2-phenyl-propyl)amino]propoxy}-phenyl)acetic acid), Cl (HCl). The solvent is C(C)OCC (ethyl ether), C(C)OCC (diethyl ether). The product is Cl.ClC1=C(CN(CCCOC=2C=C(C=CC2)CC(=O)O)C[C@@H](C)C2=CC=CC=C2)C=CC=C1C(F)(F)F ((S)-2-(3-{3-[[2-Chloro-3-(trifluoromethyl)benzyl](2-phenyl-propyl)amino]propoxy}-phenyl)acetic acid hydrochloride salt). Isolated yield 99.0%. As a reaction SMILES: [Cl:1][C:2]1[C:32]([C:33]([F:36])([F:35])[F:34])=[CH:31][CH:30]=[CH:29][C:3]=1[CH2:4][N:5]([CH2:20][C@H:21]([C:23]1[CH:28]=[CH:27][CH:26]=[CH:25][CH:24]=1)[CH3:22])[CH2:6][CH2:7][CH2:8][O:9][C:10]1[CH:11]=[C:12]([CH2:16][C:17]([OH:19])=[O:18])[CH:13]=[CH:14][CH:15]=1.Cl>C(OCC)C>[ClH:1].[Cl:1][C:2]1[C:32]([C:33]([F:34])([F:35])[F:36])=[CH:31][CH:30]=[CH:29][C:3]=1[CH2:4][N:5]([CH2:20][C@H:21]([C:23]1[CH:24]=[CH:25][CH:26]=[CH:27][CH:28]=1)[CH3:22])[CH2:6][CH2:7][CH2:8][O:9][C:10]1[CH:11]=[C:12]([CH2:16][C:17]([OH:19])=[O:18])[CH:13]=[CH:14][CH:15]=1 |f:3.4|. Procedure: To a solution of the (S)-2-(3-{3-[[2-chloro-3-(trifluoromethyl)benzyl](2-phenyl-propyl)amino]propoxy}-phenyl)acetic acid in ethyl ether was added HCl in diethyl ether (1.0M). The suspension was filtered and dried to give the title compound as a white solid (99%). NMR(400 MHz, CD3OD) δ: 8.0 (d, J=4.0 Hz, 1H), 7.9 (d, J=4.0 Hz, 1H), 7.7-7.3 (m, 7H), 7.1 (d, J=8.0 Hz, 1H), 6.8 (m, 2H), 4.1-3.4 (m, 11H), 2.3 (m, 2H), 1.5 (d, J=4.0 Hz, 3H). Reactants: CS(=O)(=O)C(C)S(=O)(=O)[O-].[Na+] (sodium 1-(methylsulfonyl)ethanesulfonate), CS(=O)(=O)C(C)S(=O)(=O)[O-].[Na+] (sodium 1-(methylsulfonyl)ethanesulfonate), P(Cl)(Cl)(Cl)(Cl)Cl (phosphorus pentachloride), Cl (hydrogen chloride). The solvent is ClCCl (dichloromethane). Reaction conditions: time 20 minute. Yields the product CS(=O)(=O)C(C)S(=O)(=O)Cl (1-(Methylsulfonyl)ethanesulfonyl Chloride). Reaction SMILES: [CH3:1][S:2]([CH:5]([S:7]([O-:10])(=O)=[O:8])[CH3:6])(=[O:4])=[O:3].[Na+].P(Cl)(Cl)(Cl)(Cl)[Cl:13].Cl>ClCCl>[CH3:1][S:2]([CH:5]([S:7]([Cl:13])(=[O:10])=[O:8])[CH3:6])(=[O:4])=[O:3] |f:0.1|. Reported procedure: A mixture of 5 g of sodium 1-(methylsulfonyl)ethanesulfonate (Formula II, X=R=CH3, Y=Na) and 5.34 g of phosphorus pentachloride was stirred under an inert atmosphere at room temperature. After about 20 minutes, the evolution of hydrogen chloride and the generation of heat were observed, and shortly thereafter the mixture became liquid. The mixture was maintained at 80°-100° C. overnight, cooled, and diluted with dichloromethane. The mixture was filtered, the residue was washed with dichlorometha... Reactants: S(=O)(=O)([O-])OOS(=O)(=O)[O-].[NH4+].[NH4+] (ammonium persulfate), C(\C=C/C(=O)O)(=O)O (Maleic acid), 0.22m, O.[PH2](=O)[O-].[Na+] (sodium hypophosphite monohydrate), C1(CCC(=O)OP(=O)(O)O1)=O.[Na] (monosodium phosphinico succinate). Run in O (H2O). Reaction conditions: time 2 hour. Yields the product C(CCC(=O)[O-])(=O)OP(=O)(O)OC(CCC(=O)[O-])=O.[Na+].[Na+] (Sodium phosphinico bis succinate). RXN SMILES: [C:1]([OH:8])(=[O:7])/[CH:2]=[CH:3]\[C:4]([OH:6])=[O:5].O.[PH2]([O-])=O.[Na+:13].S(OOS([O-])(=O)=O)([O-])(=O)=O.[NH4+].[NH4+].[C:26]1(=[O:36])[O:35][P:32]([OH:34])(=[O:33])[O:31][C:29](=[O:30])[CH2:28][CH2:27]1.[Na]>O>[C:1]([O:8][P:32]([O:31][C:29](=[O:30])[CH2:28][CH2:27][C:26]([O-:36])=[O:35])([OH:34])=[O:33])(=[O:7])[CH2:2][CH2:3][C:4]([O-:6])=[O:5].[Na+:13].[Na+:13] |f:1.2.3,4.5.6,7.8,10.11.12,^1:36|. Procedure: Maleic acid 25.5g, 0.22m) was dissolved in 30 gm. of H2O, and sodium hypophosphite monohydrate (11.33g 0.11m) was added. At 60° C., the solution was treated over 4 hours with small portions of ammonium persulfate (1.9g in all). Heating was continued 2 hours more. The solution contained monosodium phosphinico succinate. Infra-red and NMR examination showed disappearance of the maleic double bond, indicating complete adduction. As a reaction SMILES: Br[C:2]1[CH:7]=[CH:6][C:5]([CH:8]([C:19]2[CH:24]=[CH:23][CH:22]=[CH:21][C:20]=2[CH3:25])[CH2:9][C:10]([C:13]2[CH:18]=[CH:17][N:16]=[CH:15][CH:14]=2)=[N:11][OH:12])=[CH:4][CH:3]=1.[CH3:26][S:27]([C:30]1[CH:35]=[CH:34][C:33](B(O)O)=[CH:32][CH:31]=1)(=[O:29])=[O:28]>>[CH3:26][S:27]([C:30]1[CH:35]=[CH:34][C:33]([C:2]2[CH:3]=[CH:4][C:5]([CH:8]([C:19]3[CH:24]=[CH:23][CH:22]=[CH:21][C:20]=3[CH3:25])[CH2:9][C:10]([C:13]3[CH:14]=[CH:15][N:16]=[CH:17][CH:18]=3)=[N:11][OH:12])=[CH:6][CH:7]=2)=[CH:32][CH:31]=1)(=[O:29])=[O:28]. Reactants: BrC1=CC=C(C=C1)C(CC(=NO)C1=CC=NC=C1)C1=C(C=CC=C1)C (3-(4-Bromo-phenyl)-1-pyridin-4-yl-3-o-tolyl-propan-1-one oxime), CS(=O)(=O)C1=CC=C(C=C1)B(O)O (4-(methylsulfonyl)phenylboronic acid). Reported procedure: In analogy to example 22, from 3-(4-bromo-phenyl)-1-pyridin-4-yl-3-o-tolyl-propan-1-one oxime (example 31) and 4-(methylsulfonyl)phenylboronic acid was prepared the title compound as a mixture of E and Z isomers (2:1) as a white solid, MS (ESI+): m/z=471.1 ([M+H]+). The product is CS(=O)(=O)C1=CC=C(C=C1)C1=CC=C(C=C1)C(CC(=NO)C1=CC=NC=C1)C1=C(C=CC=C1)C (3-(4′-Methanesulfonyl-biphenyl-4-yl)-1-pyridin-4-yl-3-o-tolyl-propan-1-one oxime).